Task: describe an organic reaction: reactants, conditions, products, and yield. Dataset: the Open Reaction Database (ORD), a public repository of structured organic reaction records The reactants are CN1C(CCC1)=O (N-methyl-2-pyrrolidone), COC(OC)=O (dimethylcarbonate), C(C)(C)NC(C)C (diisopropylamine), C(CCC)[Li] (n-butyl lithium), solution. The solvent is C1CCOC1 (THF), O (water), C1CCOC1 (THF), C1CCOC1 (THF), CCCCCC (hexane). Conditions: time 0.5 hour. Yields the product CN1C(C(CC1)C(=O)OC)=O (1-Methyl-3-methoxycarbonyl-2-pyrrolidone). Isolated yield 25.5%. As a reaction SMILES: C(NC(C)C)(C)C.C([Li])CCC.[CH3:13][N:14]1[CH2:18][CH2:17][CH2:16][C:15]1=[O:19].[CH3:20][O:21][C:22](=O)[O:23]C>C1COCC1.CCCCCC.O>[CH3:13][N:14]1[CH2:18][CH2:17][CH:16]([C:22]([O:21][CH3:20])=[O:23])[C:15]1=[O:19]. Procedure details: To a solution of diisopropylamine (11.3 g, 0.11 mol) in THF (150 ml), at -78° was added n-butyl lithium (60 mls of a 1.6M solution in hexane). The solution was stirred for 0.5 hours before adding N-methyl-2-pyrrolidone (10.1 g; 0.1 mol) in THF (50 ml) over a period of 5 minutes. After 0.75 hours. a solution of dimethylcarbonate (10.8 g: 0.12 mols) in THF (30 ml) was added and the reaction mixture allowed to warm to room temperature overnight. The reaction mixture was poured into water (50 ml) an... Starting materials: ClC1=CC=C(CNC(=O)C=2C(C3=C(N(C2)C)C=C(S3)CCl)=O)C=C1 (N-(4-chlorobenzyl)-2-(chloromethyl)-4-methyl-7-oxo-4,7-dihydrothieno[3,2-b]pyridine-6-carboxamide), N1C=C(C2=CC=CC=C12)C(CNC)O (1-(1H-indol-3-yl)-2-(methylamino)ethanol), C(C)(C)N(CC)C(C)C (diisopropylethylamine). Run in CN(C)C=O (DMF), O (water). Reaction conditions: temperature 60 celsius, time 5 hour. The product is ClC1=CC=C(CNC(=O)C=2C(C3=C(N(C2)C)C=C(S3)CN(C)CC(C3=CNC2=CC=CC=C32)O)=O)C=C1 (N-(4-chlorobenzyl)-2-{[[2-hydroxy-2-(1H-indol-3-yl)ethyl](methyl)amino]methyl}-4-methyl-7-oxo-4,7-dihydrothieno[3,2-b]pyridine-6-carboxamide). Yield: 42.4%. As a reaction SMILES: [Cl:1][C:2]1[CH:24]=[CH:23][C:5]([CH2:6][NH:7][C:8]([C:10]2[C:11](=[O:22])[C:12]3[S:19][C:18]([CH2:20]Cl)=[CH:17][C:13]=3[N:14]([CH3:16])[CH:15]=2)=[O:9])=[CH:4][CH:3]=1.[NH:25]1[C:33]2[C:28](=[CH:29][CH:30]=[CH:31][CH:32]=2)[C:27]([CH:34]([OH:38])[CH2:35][NH:36][CH3:37])=[CH:26]1.C(N(C(C)C)CC)(C)C>CN(C=O)C.O>[Cl:1][C:2]1[CH:24]=[CH:23][C:5]([CH2:6][NH:7][C:8]([C:10]2[C:11](=[O:22])[C:12]3[S:19][C:18]([CH2:20][N:36]([CH2:35][CH:34]([OH:38])[C:27]4[C:28]5[C:33](=[CH:32][CH:31]=[CH:30][CH:29]=5)[NH:25][CH:26]=4)[CH3:37])=[CH:17][C:13]=3[N:14]([CH3:16])[CH:15]=2)=[O:9])=[CH:4][CH:3]=1. Procedure: A mixture of N-(4-chlorobenzyl)-2-(chloromethyl)-4-methyl-7-oxo-4,7-dihydrothieno[3,2-b]pyridine-6-carboxamide (100 mg, 0.26 mmol), 1-(1H-indol-3-yl)-2-(methylamino)ethanol (Khim.-Farm. Zh. 1970, 4, 5-9)(75 mg, 0.39 mmol) and diisopropylethylamine (180 μL, 1.04 mmol) in dry DMF (5 mL) was heated to 60° C., becoming a solution. The reaction was stirred for 5 hours at that temperature. After cooling to room temperature, the solution was diluted with water (15 mL). The resulting milky suspension wa... Reactants: C(C)(=O)[O-].[NH4+] (ammonium acetate), [Na] (sodium), ClC1=CC=C(OC(C(C)=O)C)C=C1 (3-(4-chlorophenoxy)-2-butanone). Run in CO (methanol). Run at time 20 hour. Yields the product ClC1=CC=C(OC(C(C)N)C)C=C1 (2-(4-chlorophenoxy)-1-methylpropylamine). Isolated yield 85.3%. As a reaction SMILES: C([O-])(=O)C.[NH4+:5].[Na].[Cl:7][C:8]1[CH:19]=[CH:18][C:11]([O:12][CH:13]([CH3:17])[C:14](=O)[CH3:15])=[CH:10][CH:9]=1>CO>[Cl:7][C:8]1[CH:19]=[CH:18][C:11]([O:12][CH:13]([CH3:17])[CH:14]([NH2:5])[CH3:15])=[CH:10][CH:9]=1 |f:0.1,^1:5|. Procedure: 82 g of ammonium acetate and 6.7 g of sodium cyanoborohydridc were added to a solution containing 21 g of 3-(4-chlorophenoxy)-2-butanone dissolved in 500 mL of methanol, and the reaction mixture was stirred for 20 hours at room temperature. The reaction mixture was then concentrated under reduced pressure, and 180 mL of concentrated hydrochloric acid and 100 mL of water were added to the residue. The whole mixture was extracted with 300 mL of diethyl ether. The obtained water layer was alkalifle... The reactants are BrC=1C(=CC2=C(C=3N(CCO2)C(=C(N3)C(=O)N)I)C1)F (10-Bromo-9-fluoro-3-iodo-5,6-dihydroimidazo[1,2-d][1,4]benzoxazepine-2-carboxamide), C(C1=CC=CC=C1)[B-](F)(F)F.[K+] (potassium benzyltrifluoroborate). Yields the product C(C1=CC=CC=C1)C1=C(N=C2N1CCOC1=C2C=C(C(=C1)F)Br)C(=O)N (3-benzyl-10-bromo-9-fluoro-5,6-dihydroimidazo[1,2-d][1,4]benzoxazepine-2-carboxamide). As a reaction SMILES: [Br:1][C:2]1[C:3]([F:20])=[CH:4][C:5]2[O:11][CH2:10][CH2:9][N:8]3[C:12](I)=[C:13]([C:15]([NH2:17])=[O:16])[N:14]=[C:7]3[C:6]=2[CH:19]=1.[CH2:21]([B-](F)(F)F)[C:22]1[CH:27]=[CH:26][CH:25]=[CH:24][CH:23]=1.[K+]>>[CH2:21]([C:12]1[N:8]2[CH2:9][CH2:10][O:11][C:5]3[CH:4]=[C:3]([F:20])[C:2]([Br:1])=[CH:19][C:6]=3[C:7]2=[N:14][C:13]=1[C:15]([NH2:17])=[O:16])[C:22]1[CH:27]=[CH:26][CH:25]=[CH:24][CH:23]=1 |f:1.2|. Procedure: 10-Bromo-9-fluoro-3-iodo-5,6-dihydroimidazo[1,2-d][1,4]benzoxazepine-2-carboxamide (70 mg) was reacted with potassium benzyltrifluoroborate similar to as described in Example 5 and purified by reverse phase hplc to give 3-benzyl-10-bromo-9-fluoro-5,6-dihydroimidazo[1,2-d][1,4]benzoxazepine-2-carboxamide. This intermediate was reacted with 2-Methyl-3-butyne-ol similar to as described in Procedure E to afford 4.9 mg of 3-benzyl-9-fluoro-10-(3-hydroxy-3-methyl-but-1-ynyl)-5,6-dihydroimidazo[1,2-d][... Starting materials: CO, CCOC(C)=O, C=CCCC1(C(=O)OC)CCOCC1, CC(C)O, ClCCl, O=[Os](=O)(=O)=O, O. Product: COC(=O)C1(CCC=O)CCOCC1. As a reaction SMILES: [CH3:15][OH:16].[CH3:17][CH2:18][O:19][C:20]([CH3:21])=[O:22].[CH3:1][O:2][C:3](=[O:4])[C:5]1([CH2:11][CH2:12][CH:13]=[CH2:14])[CH2:6][CH2:7][O:8][CH2:9][CH2:10]1.[CH:23]([OH:24])([CH3:25])[CH3:26].[Cl:28][CH2:29][Cl:30].[O:31]=[Os:32](=[O:33])(=[O:34])=[O:35].[OH2:27]>>[CH3:1][O:2][C:3](=[O:4])[C:5]1([CH2:11][CH2:12][CH:13]=[O:19])[CH2:6][CH2:7][O:8][CH2:9][CH2:10]1. Reactants: hydrochloride salt, CC1=CC=C(C=C1)S(=O)(=O)OCC1OC2=C(C1)C=C(C=C2C2=C(C=CC=C2Cl)Cl)F ([5-fluoro-7-(2,6-dichlorophenyl)-2,3-dihydro-1-benzofuran-2-yl]methyl 4-methylbenzenesulfonate), N1CCCCC1 (piperidine). The product is ClC1=C(C(=CC=C1)Cl)C1=CC(=CC=2CC(OC21)CN2CCCCC2)F ((±)-1-{[7-(2,6-dichlorophenyl)-5-fluoro-2,3-dihydro-1-benzofuran-2-yl]methyl}piperidine). As a reaction SMILES: CC1C=CC(S(O[CH2:12][CH:13]2[CH2:17][C:16]3[CH:18]=[C:19]([F:30])[CH:20]=[C:21]([C:22]4[C:27]([Cl:28])=[CH:26][CH:25]=[CH:24][C:23]=4[Cl:29])[C:15]=3[O:14]2)(=O)=O)=CC=1.[NH:31]1[CH2:36][CH2:35][CH2:34][CH2:33][CH2:32]1>>[Cl:29][C:23]1[CH:24]=[CH:25][CH:26]=[C:27]([Cl:28])[C:22]=1[C:21]1[C:15]2[O:14][CH:13]([CH2:12][N:31]3[CH2:36][CH2:35][CH2:34][CH2:33][CH2:32]3)[CH2:17][C:16]=2[CH:18]=[C:19]([F:30])[CH:20]=1. Procedure details: The title compound was prepared (0.074 g, 69%) following the general procedure of Example 390 as a white solid, hydrochloride salt from (±)-([5-fluoro-7-(2,6-dichlorophenyl)-2,3-dihydro-1-benzofuran-2-yl]methyl 4-methylbenzenesulfonate (0.12 g, 0.26 mmol) and piperidine (0.22 g, 2.6 mmol). mp 184-186° C. Product: C(C)OCCC[SiH](C(C)C)C(C)C ((3-Ethoxypropyl)diisopropylsilane). Conditions: temperature 60 celsius, time 1.5 hour. The yield is 107.4%. Reaction SMILES: Br[CH2:2][CH2:3][CH2:4][O:5][CH2:6][CH3:7].[Mg].II.[CH:11]([SiH:14]([CH:16]([CH3:18])[CH3:17])Cl)([CH3:13])[CH3:12].[Cl-].[NH4+]>C1COCC1>[CH2:6]([O:5][CH2:4][CH2:3][CH2:2][SiH:14]([CH:16]([CH3:18])[CH3:17])[CH:11]([CH3:13])[CH3:12])[CH3:7] |f:4.5|. The solvent is C1CCOC1 (THF), C1CCOC1 (THF). Procedure details: 1-Bromo-3-ethoxypropane (5.85 g, 35.0 mmol) was dissolved in THF (30 mL). Magnesium (900 mg, 37.0 mmol) and iodine (catalytic amount) were added thereto, and the resultant mixture was stirred at room temperature for 30 minutes and at 60° C. for 10 minutes. The resultant mixture was added dropwise to diisopropylchlorosilane (5.12 mL, 30.0 mmol) in THF (40 mL), followed by stirring at room temperature for 15 minutes and at 60° C. for 1.5 hours. Saturated aqueous ammonium chloride was added thereto... Starting materials: resultant mixture, [Mg] (Magnesium), II (iodine), resultant mixture, C(C)(C)[SiH](Cl)C(C)C (diisopropylchlorosilane), [Cl-].[NH4+] (ammonium chloride), BrCCCOCC (1-Bromo-3-ethoxypropane). The reactants are C1=CC=CCCCCCC1 (cyclodecadiene), olefin, O=[O+][O-] (ozone). Yields the product C/1=C\CCC=CCCCC1 (trans-1,5-cyclodecadiene). RXN SMILES: [CH:1]1[CH2:10][CH2:9][CH2:8][CH2:7][CH2:6][CH2:5][CH:4]=[CH:3][CH:2]=1.O=[O+][O-]>>[CH:1]1=[CH:2][CH2:3][CH2:4][CH:5]=[CH:6][CH2:7][CH2:8][CH2:9][CH2:10]1. Reported procedure: The example No. I-2 is repeated (using cyclodecadiene (CDD) as cycloolefin). In this case as well, a 1 : 1 reaction between olefin and ozone is found. The reactants are CN(C)C=O, O=C(Cl)C(=O)Cl, ClCCl, CC(C(=O)O)(c1ccccc1)c1ccccc1. The product is [Cl-], CC(C(=O)O)(c1ccccc1)c1ccccc1. As a reaction SMILES: [CH3:27][N:28]([CH3:29])[CH:30]=[O:31].[Cl:1][C:2]([C:3]([Cl:4])=[O:5])=[O:6].[Cl:24][CH2:25][Cl:26].[c:7]1([C:13]([C:14](=[O:15])[OH:16])([CH3:17])[c:18]2[cH:19][cH:20][cH:21][cH:22][cH:23]2)[cH:8][cH:9][cH:10][cH:11][cH:12]1>>[Cl-:1].[c:7]1([C:13]([C:14](=[O:15])[OH:16])([CH3:17])[c:18]2[cH:19][cH:20][cH:21][cH:22][cH:23]2)[cH:8][cH:9][cH:10][cH:11][cH:12]1.